The task is: describe an organic reaction: reactants, conditions, products, and yield. This data is from the Open Reaction Database (ORD), a public repository of structured organic reaction records. Starting materials: N#CC1CC(F)CN1C(=O)CNC12CCC(C(=O)O)(CC1)CC2, Nc1nc(-c2ccc(F)cc2)cs1. The product is N#CC1CC(F)CN1C(=O)CNC12CCC(C(=O)Nc3nc(-c4ccc(F)cc4)cs3)(CC1)CC2. Reaction SMILES: [C:1](=[O:2])([OH:3])[C:4]12[CH2:5][CH2:6][C:7]([NH:12][CH2:13][C:14](=[O:15])[N:16]3[CH:17]([C:22]#[N:23])[CH2:18][CH:19]([F:21])[CH2:20]3)([CH2:8][CH2:9]1)[CH2:10][CH2:11]2.[NH2:24][c:25]1[s:26][cH:27][c:28](-[c:30]2[cH:31][cH:32][c:33]([F:36])[cH:34][cH:35]2)[n:29]1>>[C:1](=[O:2])([C:4]12[CH2:5][CH2:6][C:7]([NH:12][CH2:13][C:14](=[O:15])[N:16]3[CH:17]([C:22]#[N:23])[CH2:18][CH:19]([F:21])[CH2:20]3)([CH2:8][CH2:9]1)[CH2:10][CH2:11]2)[NH:24][c:25]1[s:26][cH:27][c:28](-[c:30]2[cH:31][cH:32][c:33]([F:36])[cH:34][cH:35]2)[n:29]1. RXN SMILES: [C:1]([O:5][C:6](=[O:20])[C@@H:7]([NH:10][C:11]([C:13]1[C:18]([NH2:19])=[CH:17][CH:16]=[CH:15][N:14]=1)=[O:12])[CH2:8][CH3:9])([CH3:4])([CH3:3])[CH3:2].[C:21](N1C=CN=C1)(N1C=CN=C1)=[O:22].N12CCCN=C1CCCCC2.O>O1CCCC1>[C:1]([O:5][C:6](=[O:20])[C@@H:7]([N:10]1[C:11](=[O:12])[C:13]2[N:14]=[CH:15][CH:16]=[CH:17][C:18]=2[NH:19][C:21]1=[O:22])[CH2:8][CH3:9])([CH3:2])([CH3:3])[CH3:4]. The product is C(C)(C)(C)OC([C@H](CC)N1C(NC2=C(C1=O)N=CC=C2)=O)=O ((S)-2-(2,4-dioxo-1,4-dihydro-2H-pyrido[3,2-d]pyrimidin-3-yl)-butyric acid tert-butyl ester). Isolated yield 54.8%. Run at time 16 hour. Starting materials: C(C)(C)(C)OC([C@H](CC)NC(=O)C1=NC=CC=C1N)=O ((S)-2-[(3-amino-pyridine-2-carbonyl)-amino]-butyric acid tert-butyl ester), C(=O)(N1C=NC=C1)N1C=NC=C1 (1,1′-carbonyldiimidazole), N12CCCCCC2=NCCC1 (1,8-diazabicyclo[5.4.0]undec-7-ene), O (water). Solvent: O1CCCC1 (tetrahydrofuran). Procedure: A solution of 217 mg of (S)-2-[(3-amino-pyridine-2-carbonyl)-amino]-butyric acid tert-butyl ester in tetrahydrofuran (10 mL) is treated with 259 mg of 1,1′-carbonyldiimidazole and 0.018 mL of 1,8-diazabicyclo[5.4.0]undec-7-ene. The mixture is stirred at room temperature for 16 h. Then the reaction mixture is added water (1 mL) and the resulting mixture is concentrated and purified by flash chromatography on silica gel to give 130 mg (55%) of (S)-2-(2,4-dioxo-1,4-dihydro-2H-pyrido[3,2-d]pyrimidin... The reactants are [Cl-].C[P+](C1=CC=CC=C1)(C1=CC=CC=C1)C1=CC=CC=C1 (methyl triphenylphosphonium chloride), C(CCC)[Li] (n-butyllithium), C(=O)C1=NC=C(C(=C1OC(C)=O)COC(C)=O)COC(C)=O (2-formyl-3-acetoxy-4,5-diacetoxymethyl pyridine), C(C)OCC (diethyl ether), CCOCC (ether). Solvent: CCCCCC (hexane). Conditions: temperature 0 celsius, time 30 minute. Yields the product Cl.C(=C)C1=NC=C(C(=C1O)CO)CO (2-vinyl-3-hydroxy-4,5-dihydroxymethylpyridine hydrochloride). As a reaction SMILES: [Cl-:1].[CH3:2][P+](C1C=CC=CC=1)(C1C=CC=CC=1)C1C=CC=CC=1.C(OCC)C.C([Li])CCC.[CH:32]([C:34]1[C:39]([O:40]C(=O)C)=[C:38]([CH2:44][O:45]C(=O)C)[C:37]([CH2:49][O:50]C(=O)C)=[CH:36][N:35]=1)=O>CCCCCC>[ClH:1].[CH:32]([C:34]1[C:39]([OH:40])=[C:38]([CH2:44][OH:45])[C:37]([CH2:49][OH:50])=[CH:36][N:35]=1)=[CH2:2] |f:0.1,6.7|. Procedure: A 2 liter flask is charged with one equivalent of methyl triphenylphosphonium chloride and 600 ml. of anhydrous diethyl ether. This solution is cooled to 0° C. and one equivalent of n-butyllithium in hexane is introduced over a thirty minute period under nitrogen. When addition is complete, the solution is aged an additional 30 minutes at 0°-5° C. Then a solution of one equivalent of 2-formyl-3-acetoxy-4,5-diacetoxymethyl pyridine in 250 ml. of anhydrous ether is added dropwise with stirring ove... Starting materials: ClCCl (dichloromethane), S(=O)(=O)(C)OCCCC(C1=CC=CC=C1)C1=CC=CC=C1 (1-mesyloxy-4,4-diphenylbutane), [OH-].[Na+] (NaOH), NC=1C2=CC=CC=C2N=C2CCCC(C12)=O (9-amino-3,4-dihydroacridin-1(2H)-one). Reagents/catalysts: S(=O)(=O)(O)[O-].C(CCC)[N+](CCCC)(CCCC)CCCC (tetrabutylammonium hydrogensulfate). The solvent is O (water). Reaction conditions: temperature 3 celsius, time 3 day. The product is C1(=CC=CC=C1)C(CCCNC=1C2=CC=CC=C2N=C2CCCC(C12)=O)C1=CC=CC=C1 (3,4-Dihydro-9-(4,4-diphenylbutylamino)acridin-1(2H)-one). Yield: 7.7%. As a reaction SMILES: ClCCl.[OH-].[Na+].[NH2:6][C:7]1[C:8]2[C:13]([N:14]=[C:15]3[C:20]=1[C:19](=[O:21])[CH2:18][CH2:17][CH2:16]3)=[CH:12][CH:11]=[CH:10][CH:9]=2.S(O[CH2:27][CH2:28][CH2:29][CH:30]([C:37]1[CH:42]=[CH:41][CH:40]=[CH:39][CH:38]=1)[C:31]1[CH:36]=[CH:35][CH:34]=[CH:33][CH:32]=1)(C)(=O)=O>S([O-])(O)(=O)=O.C([N+](CCCC)(CCCC)CCCC)CCC.O>[C:31]1([CH:30]([C:37]2[CH:38]=[CH:39][CH:40]=[CH:41][CH:42]=2)[CH2:29][CH2:28][CH2:27][NH:6][C:7]2[C:8]3[C:13]([N:14]=[C:15]4[C:20]=2[C:19](=[O:21])[CH2:18][CH2:17][CH2:16]4)=[CH:12][CH:11]=[CH:10][CH:9]=3)[CH:36]=[CH:35][CH:34]=[CH:33][CH:32]=1 |f:1.2,5.6|. Procedure details: In a mixture consisting of 480 ml of dichloromethane and 320 ml of 50% NaOH were combined 8.00 g of 9-amino-3,4-dihydroacridin-1(2H)-one, 68 g (6 eq) of 1-mesyloxy-4,4-diphenylbutane and 2.56 g (0.20 eg) of tetrabutylammonium hydrogensulfate used as a phase transfer catalyst. The biphasic mixture was jacket cooled to 3° C. and was then mechanically stirred for 3 days. As no further reaction occurred, the reaction mixture was diluted with water and the organic phase was separated. Analysis by thi...